Dataset: the Open Reaction Database (ORD), a public repository of structured organic reaction records. Task: describe an organic reaction: reactants, conditions, products, and yield Reactants: FC=1C=C(C=C(C1)F)CCC1OC1 (2-[2-(3,5-difluoro-phenyl)-ethyl]-oxirane), C(C)(C)(C)C=1C=C(C=CC1)C1(CC2=CN(N=C2CC1)C)N (5-(3-tert-butyl-phenyl)-2-methyl-4,5,6,7-tetrahydro-2H-indazol-5-ylamine). Run in C(C)(C)O (isopropyl alcohol). Reaction conditions: temperature 120 celsius. Product: [NH4+].[OH-] (NH4OH), C(C)(C)(C)C=1C=C(C=CC1)C1(CC2=CN(N=C2CC1)C)NCC(CCC1=CC(=CC(=C1)F)F)O (1-[5-(3-tert-butyl-phenyl)-2-methyl-4,5,6,7-tetrahydro-2H-indazol-5-ylamino]-4-(3,5-difluoro-phenyl)-butan-2-ol). Yield: 61.9%. Reaction SMILES: [F:1][C:2]1[CH:3]=[C:4]([CH2:9][CH2:10][CH:11]2[CH2:13][O:12]2)[CH:5]=[C:6]([F:8])[CH:7]=1.[C:14]([C:18]1[CH:19]=[C:20]([C:24]2([NH2:34])[CH2:32][CH2:31][C:30]3[C:26](=[CH:27][N:28]([CH3:33])[N:29]=3)[CH2:25]2)[CH:21]=[CH:22][CH:23]=1)([CH3:17])([CH3:16])[CH3:15]>C(O)(C)C>[NH4+:28].[OH-:12].[C:14]([C:18]1[CH:19]=[C:20]([C:24]2([NH:34][CH2:13][CH:11]([OH:12])[CH2:10][CH2:9][C:4]3[CH:3]=[C:2]([F:1])[CH:7]=[C:6]([F:8])[CH:5]=3)[CH2:32][CH2:31][C:30]3[C:26](=[CH:27][N:28]([CH3:33])[N:29]=3)[CH2:25]2)[CH:21]=[CH:22][CH:23]=1)([CH3:17])([CH3:15])[CH3:16] |f:3.4|. Procedure details: To a sealed tube was added 2-[2-(3,5-difluoro-phenyl)-ethyl]-oxirane (0.124 g, 0.673 mmol) and 5-(3-tert-butyl-phenyl)-2-methyl-4,5,6,7-tetrahydro-2H-indazol-5-ylamine (0.174 g, 0.614 mmol) in a solution of isopropyl alcohol (2.5 mL). The reaction mixture was heated at 120° C. for 4 h and concentrated to yield crude product. The crude product was purified by flash chromatography, eluting with 50% hexane in ethyl acetate, 5% CH3OH in CH2Cl2 and conc. NH4OH to afford 0.089 g (0.19 mmol, 31%) of th... Reactants: O=C([O-])[O-], CN(C)C=O, CC(C)Br, [K+], [K+], O=Cc1ccc(O)cc1. Yields the product CC(C)Oc1ccc(C=O)cc1. As a reaction SMILES: [C:14](=[O:15])([O-:16])[O-:17].[CH3:20][N:21]([CH3:22])[CH:23]=[O:24].[CH:10]([CH3:11])([CH3:12])[Br:13].[K+:18].[K+:19].[OH:1][c:2]1[cH:3][cH:4][c:5]([CH:6]=[O:7])[cH:8][cH:9]1>>[O:1]([c:2]1[cH:3][cH:4][c:5]([CH:6]=[O:7])[cH:8][cH:9]1)[CH:10]([CH3:11])[CH3:12]. Starting materials: lower alkyl ester, C(C1=CC=CC=C1)OC(=O)N[C@@H](CC(O)=O)C(=O)N[C@@H](CC1=CC=CC=C1)C(=O)O (N-benzyloxycarbonyl-α-L-aspartyl-L-phenylalanine). Solvent: C1(=CC=CC=C1)C (toluene). Product: lower alkyl ester, N[C@@H](CC(O)=O)C(=O)N[C@@H](CC1=CC=CC=C1)C(=O)O (α-L-aspartyl-L-phenylalanine). As a reaction SMILES: C(OC([NH:11][C@H:12]([C:17]([NH:19][C@H:20]([C:28]([OH:30])=[O:29])[CH2:21][C:22]1[CH:27]=[CH:26][CH:25]=[CH:24][CH:23]=1)=[O:18])[CH2:13][C:14](=[O:16])[OH:15])=O)C1C=CC=CC=1>C1(C)C=CC=CC=1>[NH2:11][C@H:12]([C:17]([NH:19][C@H:20]([C:28]([OH:30])=[O:29])[CH2:21][C:22]1[CH:27]=[CH:26][CH:25]=[CH:24][CH:23]=1)=[O:18])[CH2:13][C:14](=[O:15])[OH:16]. Procedure: The lower alkyl ester of N-benzyloxycarbonyl-α-L-aspartyl-L-phenylalanine as the starting compound is dissolved in toluene and, as the reaction of elimination proceeds, the lower alkyl ester of α-L-aspartyl-L-phenylalanine as the product formed in the organic phase is transferred into the aqueous phase. The reactants are C(CCCCCCCCCCCCCCC)OCC(COC(C1=CC=CC=C1)(C1=CC=CC=C1)C1=CC=CC=C1)CF (1-Hexadecyloxy-2-fluoromethyl-3-triphenylmethoxypropan), Br.C(C)(=O)O (HBr acetic acid). The solvent is C(C)(=O)O (acetic acid). Conditions: time 45 second. Product: C(CCCCCCCCCCCCCCC)OCC(CO)CF (3-Hexadecyloxy-2-fluoromethyl-1-propanol). Isolated yield 0.9%. As a reaction SMILES: [CH2:1]([O:17][CH2:18][CH:19]([CH2:41][F:42])[CH2:20][O:21]C(C1C=CC=CC=1)(C1C=CC=CC=1)C1C=CC=CC=1)[CH2:2][CH2:3][CH2:4][CH2:5][CH2:6][CH2:7][CH2:8][CH2:9][CH2:10][CH2:11][CH2:12][CH2:13][CH2:14][CH2:15][CH3:16].Br.C(O)(=O)C>C(O)(=O)C>[CH2:1]([O:17][CH2:18][CH:19]([CH2:41][F:42])[CH2:20][OH:21])[CH2:2][CH2:3][CH2:4][CH2:5][CH2:6][CH2:7][CH2:8][CH2:9][CH2:10][CH2:11][CH2:12][CH2:13][CH2:14][CH2:15][CH3:16] |f:1.2|. Procedure: A solution of 0.750 g (123 mmol) of 10 in 5 ml glacial acetic acid was cooled to 0°. To this was added 2 ml of HBr-acetic acid and the mixture was stirred at 0° for 45 seconds. The solution was filtered and the filtrate was poured into ice water and the mixture was partitioned between methylene chloride and water. The aqueous layer was washed with two portions of methylene chloride and the organic extracts were washed with aqueous Na2CO3 and water, dried over Na2SO4, and concentrated. The residu... The product is N (ammonia), C(C)OC1=NC=C(C=C1C=1NC(C=2C(N1)=C(N(N2)C2=CC=C(C=C2)NS(=O)(=O)C)CC)=O)S(=O)(=O)N2CCN(CC2)CC (5-[2-Ethoxy-5-(4-ethylpiperazin-1-ylsulphonyl)pyridin-3-yl]-3-ethyl-2-{4-[(methylsulphonyl)amino]phenyl}-2,6-dihydro-7H-pyrazolo[4,3-d]pyrimidin-7-one). RXN SMILES: [CH3:1][S:2](Cl)(=[O:4])=[O:3].[NH2:6][C:7]1[CH:12]=[CH:11][C:10]([N:13]2[C:42]([CH2:43][CH3:44])=[C:16]3[N:17]=[C:18]([C:22]4[C:23]([O:39][CH2:40][CH3:41])=[N:24][CH:25]=[C:26]([S:28]([N:31]5[CH2:36][CH2:35][N:34]([CH2:37][CH3:38])[CH2:33][CH2:32]5)(=[O:30])=[O:29])[CH:27]=4)[NH:19][C:20](=[O:21])[C:15]3=[N:14]2)=[CH:9][CH:8]=1>N1C=CC=CC=1>[NH3:6].[CH2:40]([O:39][C:23]1[C:22]([C:18]2[NH:19][C:20](=[O:21])[C:15]3[C:16](=[C:42]([CH2:43][CH3:44])[N:13]([C:10]4[CH:11]=[CH:12][C:7]([NH:6][S:2]([CH3:1])(=[O:4])=[O:3])=[CH:8][CH:9]=4)[N:14]=3)[N:17]=2)=[CH:27][C:26]([S:28]([N:31]2[CH2:36][CH2:35][N:34]([CH2:37][CH3:38])[CH2:33][CH2:32]2)(=[O:30])=[O:29])=[CH:25][N:24]=1)[CH3:41]. The solvent is N1=CC=CC=C1 (pyridine). Procedure: Methanesulphonyl chloride (15 μl, 0.19 mmol) was added to an ice-cooled solution of the title compound from example 64 (93 mg, 0.17 mmol) in pyridine (2 ml), and the reaction allowed to warm to room temperature, and stirred for 90 minutes. Tlc analysis showed starting material remaining, so additional methanesulphonyl chloride (15 μl, 0.19 mmol) was added, and the reaction stirred for a further hour. The reaction was quenched by the addition of aqueous ammonium chloride solution, and extracted w... Starting materials: NC1=CC=C(C=C1)N1N=C2C(N=C(NC2=O)C=2C(=NC=C(C2)S(=O)(=O)N2CCN(CC2)CC)OCC)=C1CC (2-(4-Aminophenyl)-5-[2-ethoxy-5-(4-ethylpiperazin-1-ylsulphonyl)pyridin-3-yl]-3-ethyl-2,6-dihydro-7H-pyrazolo[4,3-d]pyrimidin-7-one), CS(=O)(=O)Cl (methanesulphonyl chloride), CS(=O)(=O)Cl (Methanesulphonyl chloride), ice. Run at time 90 minute. Product: CC(C)(C)OC(=O)N1CCCC2(CC1)CO2. As a reaction SMILES: [C:16]([O-:17])(=[O:18])[OH:19].[C:1]([CH3:2])([CH3:3])([CH3:4])[O:5][C:6](=[O:7])[N:8]1[CH2:9][CH2:10][C:11](=[CH2:15])[CH2:12][CH2:13][CH2:14]1.[Cl:21][c:22]1[cH:23][cH:24][cH:25][c:26]([C:27]([O:28][OH:29])=[O:30])[cH:31]1.[Cl:32][CH2:33][Cl:34].[Na+:20]>>[C:1]([CH3:2])([CH3:3])([CH3:4])[O:5][C:6](=[O:7])[N:8]1[CH2:9][CH2:10][C:11]2([CH2:12][CH2:13][CH2:14]1)[CH2:15][O:17]2. Reactants: O=C([O-])O, C=C1CCCN(C(=O)OC(C)(C)C)CC1, O=C(OO)c1cccc(Cl)c1, ClCCl, [Na+]. The reactants are Cl\C=C(/OC1=CC(=CC=C1)OC)\C=1SC(=CC1)C ((Z)-2-(2-chloro-1-(3-methoxyphenoxy)vinyl)-5-methylthiophene), [F-].[Cs+] (cesium fluoride), C([O-])([O-])=O.[Cs+].[Cs+] (cesium carbonate). The reagents and catalysts are C=1C=CC(=CC1)/C=C/C(=O)/C=C/C2=CC=CC=C2.C=1C=CC(=CC1)/C=C/C(=O)/C=C/C2=CC=CC=C2.C=1C=CC(=CC1)/C=C/C(=O)/C=C/C2=CC=CC=C2.[Pd].[Pd] (Pd2 dba3), O(C1=C(C=CC=C1)P(C1=CC=CC=C1)C1=CC=CC=C1)C1=C(C=CC=C1)P(C1=CC=CC=C1)C1=CC=CC=C1 ((oxybis(2,1-phenylene))bis(diphenylphosphine)). Yields the product COC1=CC2=C(C=C(O2)C=2SC(=CC2)C)C=C1 (6-methoxy-2-(5-methylthiophen-2-yl)benzofuran). The yield is 82.6%. As a reaction SMILES: Cl/[CH:2]=[C:3](/[C:13]1[S:14][C:15]([CH3:18])=[CH:16][CH:17]=1)\[O:4][C:5]1[CH:10]=[CH:9][CH:8]=[C:7]([O:11][CH3:12])[CH:6]=1.[F-].[Cs+].C(=O)([O-])[O-].[Cs+].[Cs+]>C1C=CC(/C=C/C(/C=C/C2C=CC=CC=2)=O)=CC=1.C1C=CC(/C=C/C(/C=C/C2C=CC=CC=2)=O)=CC=1.C1C=CC(/C=C/C(/C=C/C2C=CC=CC=2)=O)=CC=1.[Pd].[Pd].O(C1C=CC=CC=1P(C1C=CC=CC=1)C1C=CC=CC=1)C1C=CC=CC=1P(C1C=CC=CC=1)C1C=CC=CC=1>[CH3:12][O:11][C:7]1[CH:8]=[CH:9][C:10]2[CH:2]=[C:3]([C:13]3[S:14][C:15]([CH3:18])=[CH:16][CH:17]=3)[O:4][C:5]=2[CH:6]=1 |f:1.2,3.4.5,6.7.8.9.10|. Procedure details: (Z)-2-(2-chloro-1-(3-methoxyphenoxy)vinyl)-5-methylthiophene (97) (4.7 g, 16.74 mmol), Pd2 dba3 (0.178 g, 0.399 mmol), (oxybis(2,1-phenylene))bis(diphenylphosphine) (0.429 g, 0.797 mmol), cesium fluoride (7.27 g, 47.8 mmol) and cesium carbonate (15.58 g, 47.8 mmol) were placed into a 250-mL three-neck rbf, sealed with a septum and purged with argon for 20-30 minutes. 100 mL dioxane was added. The solution was vigorously stirred and brought to reflux for 18 hours and cooled. The layers were separ...